Dataset: the Open Reaction Database (ORD), a public repository of structured organic reaction records. Task: describe an organic reaction: reactants, conditions, products, and yield Reactants: N1=C(C=CC=C1)C1=CC=C(C=O)C=C1 (4-pyridin-2-yl-benzaldehyde). Reagents/catalysts: O=[Pt]=O (PtO2). Run in CCO (EtOH), Cl (HCl). Run at time 40 hour. Product: OCC1=CC=C(C=C1)C1NCCCC1 (1-(hydroxymethyl)-4-(piperidin-2-yl)-benzene). Yield: 90.7%. Reaction SMILES: [N:1]1[CH:6]=[CH:5][CH:4]=[CH:3][C:2]=1[C:7]1[CH:14]=[CH:13][C:10]([CH:11]=[O:12])=[CH:9][CH:8]=1>CCO.Cl.O=[Pt]=O>[OH:12][CH2:11][C:10]1[CH:9]=[CH:8][C:7]([CH:2]2[CH2:3][CH2:4][CH2:5][CH2:6][NH:1]2)=[CH:14][CH:13]=1. Procedure details: To a solution of 4-pyridin-2-yl-benzaldehyde (1.036 g, 5.65 mmol) in EtOH (95%, 3.1 mL) and conc. HCl (0.48 mL) in a Parr hydrogenation flask was added PtO2 (57 mg, 0.251 mmol) and the mixture hydrogenated at 50 psi H2 for 40 h. The mixture was filtered through celite, the cake washed with MeOH and the solvent was removed from the eluent under reduced pressure. The resultant yellow solid was dissolved in 1 N NaOH (30 mL) and extracted with ether (4×50 mL). The combined organic phases were dried ... Reactants: C(C)(=O)C(CCCC1=CC=C(C(=O)O)C=C1)CC#CC1(CCCCC1)O (4-[4-Acetyl-7-(1-hydroxycyclohexyl)-6-heptyn-1-yl]benzoic acid), [H][H] (hydrogen). Reagents/catalysts: [Pt] (Pt on charcoal). The solvent is C(C)(=O)OCC (ethyl acetate). Yields the product C(C)(=O)C(CCCC1=CC=C(C(=O)O)C=C1)CCCC1(CCCCC1)O (4-[4-Acetyl-7-(1-hydroxycyclohexyl)heptyl]benzoic Acid). Reaction SMILES: [C:1]([CH:4]([CH2:17][C:18]#[C:19][C:20]1([OH:26])[CH2:25][CH2:24][CH2:23][CH2:22][CH2:21]1)[CH2:5][CH2:6][CH2:7][C:8]1[CH:16]=[CH:15][C:11]([C:12]([OH:14])=[O:13])=[CH:10][CH:9]=1)(=[O:3])[CH3:2].[H][H]>C(OCC)(=O)C.[Pt]>[C:1]([CH:4]([CH2:17][CH2:18][CH2:19][C:20]1([OH:26])[CH2:21][CH2:22][CH2:23][CH2:24][CH2:25]1)[CH2:5][CH2:6][CH2:7][C:8]1[CH:16]=[CH:15][C:11]([C:12]([OH:14])=[O:13])=[CH:10][CH:9]=1)(=[O:3])[CH3:2]. Reported procedure: 4-[4-Acetyl-7-(1-hydroxycyclohexyl)-6-heptyn-1-yl]benzoic acid (5.1 g., 0.014 mole) in ethyl acetate (55 ml.) is hydrogenated over 2.0 g. of a 5% Pt on charcoal catalyst at 1 atmosphere pressure and room temperature. The theoretical amount of hydrogen (0.028 mole) is absorbed in 25 minutes. The catalyst is filtered off, the solvent is evaporated and the residue (5 g.) is chromatographed on 75 g. of silica gel with 2% methanol in chloroform as eluant. The title compound is obtained as a colorless... Reactants: C(C)(C)(C)OC(=O)N(C(C)C)CC(=O)O ((N-t-butoxycarbonyl-N-isopropyl-amino)-acetic acid), [N+](=O)([O-])C1=CC=C(CO)C=C1 (p-nitrobenzyl alcohol), CCN=C=NCCCN(C)C (WSC). Reagents/catalysts: CN(C1=CC=NC=C1)C (4-dimethylaminopyridine). Solvent: C(Cl)Cl (methylene chloride). Run at time 8 hour. Yields the product [N+](=O)([O-])C1=CC=C(COC(CN(C(C)C)C(=O)OC(C)(C)C)=O)C=C1 ((N-t-butoxycarbonyl-N-isopropyl-amino)acetic acid p-nitrobenzyl ester). Yield: 58.0%. As a reaction SMILES: [C:1]([O:5][C:6]([N:8]([CH2:12][C:13]([OH:15])=[O:14])[CH:9]([CH3:11])[CH3:10])=[O:7])([CH3:4])([CH3:3])[CH3:2].[N+:16]([C:19]1[CH:26]=[CH:25][C:22]([CH2:23]O)=[CH:21][CH:20]=1)([O-:18])=[O:17].CCN=C=NCCCN(C)C>C(Cl)Cl.CN(C)C1C=CN=CC=1>[N+:16]([C:19]1[CH:26]=[CH:25][C:22]([CH2:23][O:14][C:13](=[O:15])[CH2:12][N:8]([C:6]([O:5][C:1]([CH3:3])([CH3:2])[CH3:4])=[O:7])[CH:9]([CH3:11])[CH3:10])=[CH:21][CH:20]=1)([O-:18])=[O:17]. Reported procedure: Subsequently, to a solution of (N-t-butoxycarbonyl-N-isopropyl-amino)-acetic acid (2.05 g, 9.44 mmol) and p-nitrobenzyl alcohol (2.89 g, 18.9 mmol) in methylene chloride (100 ml) were added WSC (3.62 g, 18.9 mmol) and 4-dimethylaminopyridine (120 mg, 0.98 mmol) in an ice bath under an atmosphere of nitrogen, and then the mixture was stirred at room temperature overnight. After checking the completion of the reaction, the reaction mixture was partitioned between ethyl acetate and saturated aqueou... Starting materials: O=C(O)C=CC(=O)Nc1ccc2ncnc(Nc3cccc(Br)c3)c2c1, CCOC(=O)CN(C)CCCN, CN(C)C=O, CCN(C(C)C)C(C)C, O, On1nnc2ccccc21. The product is CCOC(=O)CN(C)CCCNC(=O)C=CC(=O)Nc1ccc2ncnc(Nc3cccc(Br)c3)c2c1. Reaction SMILES: [Br:11][c:12]1[cH:13][c:14]([NH:18][c:19]2[n:20][cH:21][n:22][c:23]3[cH:24][cH:25][c:26]([NH:29][C:30](=[O:31])[CH:32]=[CH:33][C:34](=[O:35])[OH:36])[cH:27][c:28]23)[cH:15][cH:16][cH:17]1.[CH2:46]([CH3:47])[O:48][C:49](=[O:50])[CH2:51][N:52]([CH3:53])[CH2:54][CH2:55][CH2:56][NH2:57].[CH3:58][N:59]([CH3:60])[CH:61]=[O:62].[CH:37]([N:38]([CH2:39][CH3:40])[CH:41]([CH3:42])[CH3:43])([CH3:44])[CH3:45].[OH2:63].[OH:1][n:2]1[c:3]2[cH:4][cH:5][cH:6][cH:7][c:8]2[n:9][n:10]1>>[Br:11][c:12]1[cH:13][c:14]([NH:18][c:19]2[n:20][cH:21][n:22][c:23]3[cH:24][cH:25][c:26]([NH:29][C:30](=[O:31])[CH:32]=[CH:33][C:34](=[O:35])[NH:57][CH2:56][CH2:55][CH2:54][N:52]([CH2:51][C:49]([O:48][CH2:46][CH3:47])=[O:50])[CH3:53])[cH:27][c:28]23)[cH:15][cH:16][cH:17]1. Reactants: C(C)OC1=CCC=2C=CC=C(C2C1)N (7-ethoxy-5,8-dihydronaphthalen-1-amine), C(OC1=NC=CC=C1)(OC1=NC=CC=C1)=S (O,O-dipyridin-2-yl thiocarbonate). Solvent: ClCCl (dichloromethane), ClCCl (dichloromethane). Reaction conditions: time 18 hour. Yields the product C(C)OC=1CC2=C(C=CC=C2CC1)N=C=S (2-ethoxy-8-isothiocyanato-1,4-dihydronaphthalene). RXN SMILES: [CH2:1]([O:3][C:4]1[CH2:13][C:12]2[C:11]([NH2:14])=[CH:10][CH:9]=[CH:8][C:7]=2[CH2:6][CH:5]=1)[CH3:2].[C:15](=[S:30])(OC1C=CC=CN=1)OC1C=CC=CN=1>ClCCl>[CH2:1]([O:3][C:4]1[CH2:13][C:12]2[C:7]([CH2:6][CH:5]=1)=[CH:8][CH:9]=[CH:10][C:11]=2[N:14]=[C:15]=[S:30])[CH3:2]. Reported procedure: A solution of the product of Example 1E (200 mg, 1.06 mmol) in dichloromethane (2.5 mL) was added to a solution of O,O-dipyridin-2-yl thiocarbonate (246 mg, 1.06 mmol) in dichloromethane (5 mL) at room temperature. After stirring at room temperature for 18 hours, the mixture was concentrated, then filtered through silica gel and eluted with 5% ethyl acetate-hexane. Evaporation of the filtrate in vacuo afforded the title compound as a pale pink solid, 225 mg (92%). 1H NMR (DMSO-d6) δ 7.21-7.27 (m... Starting materials: BrC1=CC=C(C=C1)CCNC=1SC2=C(N1)C=CC(=C2)N (N2-[2-(4-Bromo-phenyl)-ethyl]-benzothiazole-2,6-diamine), C(C1=CC=CC=C1)(=O)N=C=S (Benzoyl isothiocyanate). Solvent: O1CCCC1 (tetrahydrofuran), C(Cl)Cl (CH2Cl2). Run at time 24 hour. Yields the product C(C1=CC=CC=C1)(=O)NC(=S)NC1=CC2=C(N=C(S2)NCCC2=CC=C(C=C2)Br)C=C1 (1-Benzoyl-3-{2-[2-(4-bromo-phenyl)-ethylamino]-benzothiazol-6-yl}-thiourea). The yield is 95.0%. As a reaction SMILES: [Br:1][C:2]1[CH:7]=[CH:6][C:5]([CH2:8][CH2:9][NH:10][C:11]2[S:12][C:13]3[CH:19]=[C:18]([NH2:20])[CH:17]=[CH:16][C:14]=3[N:15]=2)=[CH:4][CH:3]=1.[C:21]([N:29]=[C:30]=[S:31])(=[O:28])[C:22]1[CH:27]=[CH:26][CH:25]=[CH:24][CH:23]=1>O1CCCC1.C(Cl)Cl>[C:21]([NH:29][C:30]([NH:20][C:18]1[CH:17]=[CH:16][C:14]2[N:15]=[C:11]([NH:10][CH2:9][CH2:8][C:5]3[CH:6]=[CH:7][C:2]([Br:1])=[CH:3][CH:4]=3)[S:12][C:13]=2[CH:19]=1)=[S:31])(=[O:28])[C:22]1[CH:27]=[CH:26][CH:25]=[CH:24][CH:23]=1. Reported procedure: N2-[2-(4-Bromo-phenyl)-ethyl]-benzothiazole-2,6-diamine (Example 33(a), 71 mg, 0.205 mmol) was dissolved in tetrahydrofuran (3 mL). Benzoyl isothiocyanate (20 μl, 1.1 eq) was added and the mixture stirred at room temperature for 24 hours. The solvent was evaporated to give a yellow solid. The solid was dissolved in CH2Cl2 (5 mL) and absorbed onto silica gel. The absorbed compound was loaded onto a silica column and eluted with a mixture of ethyl acetate/hexanes (1:1) to give a yellow solid (99 m... Starting materials: aqueous solution, [OH-].[Na+] (sodium hydroxide), styrene-maleic anhydride copolymer, 10, N1=C(N)N=C(N)N=C1N (melamine), C=O (formaldehyde), [OH-].[Na+] (sodium hydroxide), 3-diethylamino-6-methyl-7-anilinofluorane, C1CCCCC1 (cyclohexane). The solvent is O (water). Conditions: time 15 minute. Product: C=O.N1=C(N)N=C(N)N=C1N (melamine-formaldehyde). Reaction SMILES: [OH-:1].[Na+].C1CCCCC1.[N:9]1[C:16]([NH2:17])=[N:15][C:13]([NH2:14])=[N:12][C:10]=1[NH2:11].[CH2:18]=O>O>[CH2:18]=[O:1].[N:9]1[C:16]([NH2:17])=[N:15][C:13]([NH2:14])=[N:12][C:10]=1[NH2:11] |f:0.1,6.7|. Procedure details: In 100 parts of a 5% aqueous solution (pH 4.0) of a small quantity of sodium hydroxide together with styrene-maleic anhydride copolymer heated at 60° C. were dispersion-emulsified 80 parts of a color former dispersion (previously pulverized and dispersed in a ball mill for 48 hours) obtained by dispersing 30 parts of 3-diethylamino-6-methyl-7-anilinofluorane in 70 parts of cyclohexane to prepare an emulsion having an emulsion particle size of about 4 to 5 μm. Separately, a mixture of 10 parts of...